This data is from the Open Reaction Database (ORD), a public repository of structured organic reaction records. The task is: describe an organic reaction: reactants, conditions, products, and yield Reactants: BrC=1C=CC(=C(C#N)C1)C(=O)N1CCN(CC1)C1=NC=C(C=C1C)CC (5-bromo-2-[4-(5-ethyl-3-methylpyridin-2-yl)piperazine-1-carbonyl]benzonitrile), S1(NCCCC1)(=O)=O ([1,2]thiazinane 1,1-dioxide). Yields the product O=S1(N(CCCC1)C=1C=CC(=C(C#N)C1)C(=O)N1CCN(CC1)C1=NC=C(C=C1C)CC)=O (5-(1,1-dioxo-1λ6-[1,2]thiazinan-2-yl)-2-[4-(5-ethyl-3-methylpyridin-2-yl)piperazine-1-carbonyl]benzonitrile). Isolated yield 86.6%. As a reaction SMILES: Br[C:2]1[CH:3]=[CH:4][C:5]([C:10]([N:12]2[CH2:17][CH2:16][N:15]([C:18]3[C:23]([CH3:24])=[CH:22][C:21]([CH2:25][CH3:26])=[CH:20][N:19]=3)[CH2:14][CH2:13]2)=[O:11])=[C:6]([CH:9]=1)[C:7]#[N:8].[S:27]1(=[O:34])(=[O:33])[CH2:32][CH2:31][CH2:30][CH2:29][NH:28]1>>[O:33]=[S:27]1(=[O:34])[CH2:32][CH2:31][CH2:30][CH2:29][N:28]1[C:2]1[CH:3]=[CH:4][C:5]([C:10]([N:12]2[CH2:17][CH2:16][N:15]([C:18]3[C:23]([CH3:24])=[CH:22][C:21]([CH2:25][CH3:26])=[CH:20][N:19]=3)[CH2:14][CH2:13]2)=[O:11])=[C:6]([CH:9]=1)[C:7]#[N:8]. Reported procedure: Using 5-bromo-2-[4-(5-ethyl-3-methylpyridin-2-yl)piperazine-1-carbonyl]benzonitrile (827 mg) described in Preparation Example 246 and [1,2]thiazinane 1,1-dioxide (351 mg) and by the reaction and treatment in the same manner as in Example 262, the title compound (810 mg) was obtained. The reactants are CCN1CCN(c2nc(Br)cc3ccccc23)CC1, CCCC[Sn](CCCC)(CCCC)c1ccc2c(c1)CC(C(=O)OCC)C2, CCOC(C)=O, Cc1ccccc1C. Yields the product CCOC(=O)C1Cc2ccc(-c3cc4ccccc4c(N4CCN(CC)CC4)n3)cc2C1. As a reaction SMILES: [Br:28][c:29]1[n:30][c:31]([N:39]2[CH2:40][CH2:41][N:42]([CH2:45][CH3:46])[CH2:43][CH2:44]2)[c:32]2[cH:33][cH:34][cH:35][cH:36][c:37]2[cH:38]1.[CH2:1]([CH3:2])[O:3][C:4](=[O:5])[CH:6]1[CH2:7][c:8]2[cH:9][cH:10][c:11]([Sn:15]([CH2:16][CH2:17][CH2:18][CH3:19])([CH2:20][CH2:21][CH2:22][CH3:23])[CH2:24][CH2:25][CH2:26][CH3:27])[cH:12][c:13]2[CH2:14]1.[CH3:55][CH2:56][O:57][C:58](=[O:59])[CH3:60].[c:47]1([CH3:48])[c:49]([CH3:50])[cH:51][cH:52][cH:53][cH:54]1>>[CH2:1]([CH3:2])[O:3][C:4](=[O:5])[CH:6]1[CH2:7][c:8]2[cH:9][cH:10][c:11](-[c:29]3[n:30][c:31]([N:39]4[CH2:40][CH2:41][N:42]([CH2:45][CH3:46])[CH2:43][CH2:44]4)[c:32]4[cH:33][cH:34][cH:35][cH:36][c:37]4[cH:38]3)[cH:12][c:13]2[CH2:14]1. Starting materials: C(C=C)(=O)Cl (acryloyl chloride), OCCCCCCOC=1C=C(C(=O)O)C=CC1OCCCCCCO (3,4-di-(6-hydroxyhexyloxy)benzoic acid), C(C)N(C1=CC=CC=C1)CC (N,N-diethylaniline), C(C)(C)(C)C1=CC(=CC(=C1O)C(C)(C)C)C (2,6-di-tert-butyl-p-cresol). Solvent: O1CCOCC1 (1,4-dioxane). Conditions: temperature 60 celsius, time 2.5 hour. The product is C(C=C)(=O)OCCCCCCOC=1C=C(C(=O)O)C=CC1OCCCCCCOC(C=C)=O (3,4-di-(6-acryloyloxyhexyloxy)benzoic acid). As a reaction SMILES: [OH:1][CH2:2][CH2:3][CH2:4][CH2:5][CH2:6][CH2:7][O:8][C:9]1[CH:10]=[C:11]([CH:15]=[CH:16][C:17]=1[O:18][CH2:19][CH2:20][CH2:21][CH2:22][CH2:23][CH2:24][OH:25])[C:12]([OH:14])=[O:13].C(N(CC)C1C=CC=CC=1)C.C(C1[C:46]([OH:47])=[C:45]([C:48](C)(C)C)C=C(C)C=1)(C)(C)C.[C:53](Cl)(=[O:56])[CH:54]=[CH2:55]>O1CCOCC1>[C:53]([O:1][CH2:2][CH2:3][CH2:4][CH2:5][CH2:6][CH2:7][O:8][C:9]1[CH:10]=[C:11]([CH:15]=[CH:16][C:17]=1[O:18][CH2:19][CH2:20][CH2:21][CH2:22][CH2:23][CH2:24][O:25][C:46](=[O:47])[CH:45]=[CH2:48])[C:12]([OH:14])=[O:13])(=[O:56])[CH:54]=[CH2:55]. Procedure details: 13.6 g (0.04 mol) of 3,4-di-(6-hydroxyhexyloxy)benzoic acid, 9.6 ml (0.06 mol) of N,N-diethylaniline and 100 mg of 2,6-di-tert-butyl-p-cresol as stabilizer are added to 150 ml of 1,4-dioxane and heated to 60° C. At 60° C., 6.9 ml (0.085 mol) of acryloyl chloride are added slowly such that the reaction temperature does not exceed 65° C. The reaction mixture is stirred for 2.5 h at 60° C. The solution is cooled to room temperature and poured onto ice water with stirring. A precipitate of 3,4-di-(6... Starting materials: O (H2O), OCC=1C=C(C=CC1)B(O)O (3-(Hydroxymethyl)phenylboronic acid), C(=O)(O)[O-].[Na+] (NaHCO3), ClC1=C(C=CC(=C1)NC1=C(C=C(C=C1)F)F)C(=O)C1=C(C=CC(=C1)I)C ([2-Chloro-4-(2,4-difluoro-phenylamino)-phenyl]-(5-iodo-2-methyl-phenyl)-methanone). Reagents/catalysts: C=1C=CC(=CC1)[P](C=2C=CC=CC2)(C=3C=CC=CC3)[Pd]([P](C=4C=CC=CC4)(C=5C=CC=CC5)C=6C=CC=CC6)([P](C=7C=CC=CC7)(C=8C=CC=CC8)C=9C=CC=CC9)[P](C=1C=CC=CC1)(C=1C=CC=CC1)C=1C=CC=CC1 (Pd(PPh3)4). Run in CCOC(=O)C (EtOAc), COCCOC (1,2-dimethoxyethane). Yields the product ClC1=C(C=CC(=C1)NC1=C(C=C(C=C1)F)F)C(=O)C=1C=C(C=CC1C)C1=CC(=CC=C1)CO ([2-Chloro-4-(2,4-difluoro-phenylamino)-phenyl]-(3′-hydroxymethyl-4-methyl-biphenyl-3-yl)-methanone). As a reaction SMILES: [Cl:1][C:2]1[CH:7]=[C:6]([NH:8][C:9]2[CH:14]=[CH:13][C:12]([F:15])=[CH:11][C:10]=2[F:16])[CH:5]=[CH:4][C:3]=1[C:17]([C:19]1[CH:24]=[C:23](I)[CH:22]=[CH:21][C:20]=1[CH3:26])=[O:18].[OH:27][CH2:28][C:29]1[CH:30]=[C:31](B(O)O)[CH:32]=[CH:33][CH:34]=1.C([O-])(O)=O.[Na+].O>COCCOC.C1C=CC([P]([Pd]([P](C2C=CC=CC=2)(C2C=CC=CC=2)C2C=CC=CC=2)([P](C2C=CC=CC=2)(C2C=CC=CC=2)C2C=CC=CC=2)[P](C2C=CC=CC=2)(C2C=CC=CC=2)C2C=CC=CC=2)(C2C=CC=CC=2)C2C=CC=CC=2)=CC=1.CCOC(C)=O>[Cl:1][C:2]1[CH:7]=[C:6]([NH:8][C:9]2[CH:14]=[CH:13][C:12]([F:15])=[CH:11][C:10]=2[F:16])[CH:5]=[CH:4][C:3]=1[C:17]([C:19]1[CH:24]=[C:23]([C:33]2[CH:32]=[CH:31][CH:30]=[C:29]([CH2:28][OH:27])[CH:34]=2)[CH:22]=[CH:21][C:20]=1[CH3:26])=[O:18] |f:2.3,^1:53,55,74,93|. Procedure: Compound 495 (0.039 g, 0.081 mmol) was dissolved in 1,2-dimethoxyethane (0.8 mL) in a screw cap vessel. 3-(Hydroxymethyl)phenylboronic acid (0.015 g, 0.097 mmol) and saturated aqueous NaHCO3 (0.4 mL) were added. Argon was blown over the mixture and Pd(PPh3)4 (0.005 g, 0.004 mmol) was added. The reaction mixture was stirred at reflux temperature under an argon atmosphere for 2 h. H2O and EtOAc were added and the water phase was extracted with EtOAc (×2). The combined organic phases were dried (Mg... Starting materials: BrC(Br)(Br)Br, Cc1ccnc(Br)c1C, C1CCOC1, [Li]CCCC, CN(C)CCO, CCCCCC, O, Cc1ccncc1C. Yields the product Cc1cnc(Br)cc1C. As a reaction SMILES: [Br:20][C:21]([Br:22])([Br:23])[Br:24].[Br:25][c:26]1[c:27]([CH3:28])[c:29]([CH3:30])[cH:31][cH:32][n:33]1.[CH2:40]1[O:41][CH2:42][CH2:43][CH2:44]1.[CH2:7]([Li:8])[CH2:9][CH2:10][CH3:11].[CH3:1][N:2]([CH3:3])[CH2:4][CH2:5][OH:6].[CH3:34][CH2:35][CH2:36][CH2:37][CH2:38][CH3:39].[OH2:45].[n:12]1[cH:13][c:14]([CH3:19])[c:15]([CH3:18])[cH:16][cH:17]1>>[n:12]1[cH:13][c:14]([CH3:19])[c:15]([CH3:18])[cH:16][c:17]1[Br:20]. The reactants are COC(=O)C1=NC(=C(N=C1)OC)N (6-amino-5-methoxypyrazine-2-carboxylic acid methyl ester), ClC1=C(C=CC=C1Cl)S(=O)(=O)Cl (2,3-dichlorobenzenesulphonyl chloride). Product: ClC1=C(C=CC=C1Cl)S(=O)(=O)NC1=C(N=CC(=N1)C(=O)OC)OC (6-(2,3-Dichlorophenylsulphonylamino)-5-methoxy-2-pyrazinecarboxylic acid, methyl ester). RXN SMILES: [CH3:1][O:2][C:3]([C:5]1[CH:10]=[N:9][C:8]([O:11][CH3:12])=[C:7]([NH2:13])[N:6]=1)=[O:4].[Cl:14][C:15]1[C:20]([Cl:21])=[CH:19][CH:18]=[CH:17][C:16]=1[S:22](Cl)(=[O:24])=[O:23]>>[Cl:14][C:15]1[C:20]([Cl:21])=[CH:19][CH:18]=[CH:17][C:16]=1[S:22]([NH:13][C:7]1[N:6]=[C:5]([C:3]([O:2][CH3:1])=[O:4])[CH:10]=[N:9][C:8]=1[O:11][CH3:12])(=[O:24])=[O:23]. Reported procedure: Prepared by the method of Example 1 (reaction performed at room temperature) using 6-amino-5-methoxypyrazine-2-carboxylic acid methyl ester (Example 201b) (0.3 g) and 2,3-dichlorobenzenesulphonyl chloride (0.4 g). Yield 0.15 g. The reactants are N1(CCOCC1)CCN (2-morpholin-4-yl-ethylamine), O=C1CCC2=CC(=CC=C12)C=1N=C(NC1C1=CC=NC=C1)C(=O)O (4-(1-Oxo-indan-5-yl)-5-pyridin-4-yl-1H-imidazole-2-carboxylic Acid), ON1N=NC2=C1C=CC=C2 (1-hydroxybenzotriazole), N-cyclohexylcarbodiimide-N′-methyl polystyrene. The solvent is ClCCl (dichloromethane), CN(C)C=O (DMF). Conditions: time 30 minute. The product is N1(CCOCC1)CCNC(=O)C=1NC(=C(N1)C=1C=C2CCC(C2=CC1)=NO)C1=CC=NC=C1 (4-(1-Hydroxyimino-indan-5-yl)-5-pyridin-4-yl-1H-imidazole-2-carboxylic Acid (2-morpholin-4-yl-ethyl)-amide). The yield is 44.1%. RXN SMILES: O=[C:2]1[C:10]2[C:5](=[CH:6][C:7]([C:11]3[N:12]=[C:13]([C:22](O)=[O:23])[NH:14][C:15]=3[C:16]3[CH:21]=[CH:20][N:19]=[CH:18][CH:17]=3)=[CH:8][CH:9]=2)[CH2:4][CH2:3]1.[OH:25][N:26]1C2C=CC=CC=2N=N1.[N:35]1([CH2:41][CH2:42][NH2:43])[CH2:40][CH2:39][O:38][CH2:37][CH2:36]1>CN(C=O)C.ClCCl>[N:35]1([CH2:41][CH2:42][NH:43][C:22]([C:13]2[NH:14][C:15]([C:16]3[CH:17]=[CH:18][N:19]=[CH:20][CH:21]=3)=[C:11]([C:7]3[CH:6]=[C:5]4[C:10](=[CH:9][CH:8]=3)[C:2](=[N:26][OH:25])[CH2:3][CH2:4]4)[N:12]=2)=[O:23])[CH2:40][CH2:39][O:38][CH2:37][CH2:36]1. Procedure: A mixture of the product of Description 1 (105 mg, 0.33 mmol), 1-hydroxybenzotriazole (68 mg, 0.5 mmol) and N-cyclohexylcarbodiimide-N′-methyl polystyrene (500 mg, 0.66 mmol, resin loading 1.32 mmol/g) in DMF (2 ml) was stirred at room temperature for 30 minutes. A solution of 2-morpholin-4-yl-ethylamine (43 mg, 0.33 mmol) in dichloromethane (0.5 ml) was added and the mixture stirred at room temperature for 24 hours. The mixture was filtered through an SCX cation exchange resin column eluting wi... The product is CSc1cc(S(F)(F)(F)(F)F)ccc1C#N. Reaction SMILES: [CH3:1][S-:2].[CH3:21][C:22](=[O:23])[CH3:24].[N+:4]([O-:5])(=[O:6])[c:7]1[c:8]([C:9]#[N:10])[cH:11][cH:12][c:13]([S:15]([F:16])([F:17])([F:18])([F:19])[F:20])[cH:14]1.[Na+:3]>>[CH3:1][S:2][c:7]1[c:8]([C:9]#[N:10])[cH:11][cH:12][c:13]([S:15]([F:16])([F:17])([F:18])([F:19])[F:20])[cH:14]1. Starting materials: C[S-], CC(C)=O, N#Cc1ccc(S(F)(F)(F)(F)F)cc1[N+](=O)[O-], [Na+].